Task: describe an organic reaction: reactants, conditions, products, and yield. Dataset: the Open Reaction Database (ORD), a public repository of structured organic reaction records Reactants: COC(=O)C1(C(NC2=C(CC1C1=CC=C(C=C1)OC)C=CC=C2)=O)CC=C (1,3,4,5-tetrahydro-3-(methoxycarbonyl)-4-(4-methoxyphenyl)-3-(2-propenyl)-2H-1-benzazepin-2-one), [Br-].[Li+] (lithium bromide), α-aminothiophenol. Solvent: CN(C=O)C (dimethylformamide), O (water). Product: COC1=CC=C(C=C1)[C@@H]1[C@@H](C(NC2=C(C1)C=CC=C2)=O)CC=C ((cis)-1,3,4,5-Tetrahydro-4-(4-methoxyphenyl)-3-(2-propenyl)-2H-1-benzazepin-2-one). Isolated yield 91.2%. As a reaction SMILES: COC([C:5]1([CH2:25][CH:26]=[CH2:27])[CH:11]([C:12]2[CH:17]=[CH:16][C:15]([O:18][CH3:19])=[CH:14][CH:13]=2)[CH2:10][C:9]2[CH:20]=[CH:21][CH:22]=[CH:23][C:8]=2[NH:7][C:6]1=[O:24])=O.[Br-].[Li+]>CN(C)C=O.O>[CH3:19][O:18][C:15]1[CH:16]=[CH:17][C:12]([C@H:11]2[CH2:10][C:9]3[CH:20]=[CH:21][CH:22]=[CH:23][C:8]=3[NH:7][C:6](=[O:24])[C@H:5]2[CH2:25][CH:26]=[CH2:27])=[CH:13][CH:14]=1 |f:1.2|. Procedure details: A solution of 1,3,4,5-tetrahydro-3-(methoxycarbonyl)-4-(4-methoxyphenyl)-3-(2-propenyl)-2H-1-benzazepin-2-one (4.56 g, 12.48 mmol), lithium bromide (6.18 g, 71.13 mmol) and α-aminothiophenol (3.12 g, 24.96 mmol) in 38 ml of dry dimethylformamide was heated to 137° C. (oil bath temperature) under argon for 51/2 hours. The reaction mixture was cooled to room temperature and diluted with water (250 ml total volume). The precipitate was collected by filtration, rinsed with 1M hydrochloric acid, satu... Reactants: ClC1=C(C(=O)NC=2C=CC=C3C(=CC=NC23)NN)C(=CC=C1)Cl (8-(2,6-dichlorobenzoylamino)-4-hydrazinoquinoline), C(=O)N (formamide). Run in C(=O)O (formic acid). Reaction conditions: time 3 hour. Product: ClC1=C(C(=O)NC=2C=CC=C3C(=CC=NC23)NNC=O)C(=CC=C1)Cl (8-(2,6-dichlorobenzoylamino)-4-(2-formylhydrazino)quinoline). The yield is 83.3%. As a reaction SMILES: [Cl:1][C:2]1[CH:22]=[CH:21][CH:20]=[C:19]([Cl:23])[C:3]=1[C:4]([NH:6][C:7]1[CH:8]=[CH:9][CH:10]=[C:11]2[C:16]=1[N:15]=[CH:14][CH:13]=[C:12]2[NH:17][NH2:18])=[O:5].[CH:24](N)=[O:25]>C(O)=O>[Cl:1][C:2]1[CH:22]=[CH:21][CH:20]=[C:19]([Cl:23])[C:3]=1[C:4]([NH:6][C:7]1[CH:8]=[CH:9][CH:10]=[C:11]2[C:16]=1[N:15]=[CH:14][CH:13]=[C:12]2[NH:17][NH:18][CH:24]=[O:25])=[O:5]. Procedure: To a solution of 8-(2,6-dichlorobenzoylamino)-4-hydrazinoquinoline (200 mg) in formic acid (4 ml) was added formamide (26 mg), and the mixture was stirred at ambient temperature for 3 hours. The solvent was azeotropically removed with toluene. The residue was diluted with ethyl acetate, washed with water and saturated aqueous sodium bicarbonate solution, dried over magnesium sulfate and concentrated in vacuo. The residual solid was treated with hot ethanol (2 ml), allowed to cool to ambient temp... The reactants are COC1=NC(=NC(=N1)OC)C (2,4-dimethoxy-6-methyl-1,3,5-triazine), CN (methylamine), CN (methylamine), CN (methylamine), C(C)(=O)O (acetic acid). Run in O (water). Conditions: time 4 hour. The product is COC1=NC(=NC(=N1)C)NC (2-methoxy-4-methyl-6-methylamino-1,3,5-triazine). The yield is 93.0%. Reaction SMILES: CO[C:3]1[N:8]=[C:7]([O:9][CH3:10])[N:6]=[C:5]([CH3:11])[N:4]=1.[CH3:12][NH2:13].C(O)(=O)C>O>[CH3:10][O:9][C:7]1[N:6]=[C:5]([CH3:11])[N:4]=[C:3]([NH:13][CH3:12])[N:8]=1. Reported procedure: 5000 g of a 40% by weight strength methanolic solution of 2,4-dimethoxy-6-methyl-1,3,5-triazine are initially charged and then, at from 5 to 10° C., admixed with a 40% by weight strength aqueous methylamine solution to neutralize the acetic acid, establishing a pH of from 7.2 to 7.5 (glass electrode). At from 13 to 15° C., 1500 g of a 40% by weight strength aqueous methylamine solution are then introduced over a period of 8 hours. After the addition of the methylamine solution has ended, stirrin... Starting materials: C1(=CC=CC=C1)CC1CCC(CC1)=O (4-phenylmethylcyclohexanone), C(#N)NC(=N)N (cyanoguanidine). Product: NC1=NC=2CCC(CC2C(=N1)N)CC1=CC=CC=C1 (2,4-diamino-6-phenylmethyl-5,6,7,8-tetrahydroquinazoline). As a reaction SMILES: [C:1]1([CH2:7][CH:8]2[CH2:13][CH2:12][C:11](=O)[CH2:10][CH2:9]2)[CH:6]=[CH:5][CH:4]=[CH:3][CH:2]=1.[C:15]([NH:17][C:18]([NH2:20])=[NH:19])#[N:16]>>[NH2:20][C:18]1[N:17]=[C:15]([NH2:16])[C:12]2[CH2:13][CH:8]([CH2:7][C:1]3[CH:6]=[CH:5][CH:4]=[CH:3][CH:2]=3)[CH2:9][CH2:10][C:11]=2[N:19]=1. Reported procedure: For example, when n is the bridging group --CH2 --, an appropriately substituted or unsubstituted phenylmethyl bromide, for example, 2-chlorophenylmethyl bromide, is reacted with triphenylphosphine in toluene, affording the corresponding phenylmethyltriphenylphosphonium bromide. The so-prepared phosphonium bromide is then treated with n-butyllithium, and reacted with 1,4-cyclohexanedione mono-ethylene ketal, yielding the appropriate 8-phenylmethylene-1,4-dioxaspiro[4.5]-decane. The 8-phenylmethy...